Dataset: the Open Reaction Database (ORD), a public repository of structured organic reaction records. Task: describe an organic reaction: reactants, conditions, products, and yield Starting materials: diphenyl(2,3,4-tri-O-acetyl-α-D-fucopyranosyl)-phosphate, [N-]=[N+]=[N-].[Na+] (sodium azide), C(C)(=O)N[C@H]1[C@@H](O[C@@H]([C@H]([C@@H]1OC(C)=O)OC(C)=O)COC(C)=O)N=[N+]=[N-] (2-Acetamido-2-deoxy-3,4,6-tri-O-acetyl-β-D-glucopyranosyl azide). Run in CN(C=O)C (dimethylformamide). Reaction conditions: temperature 50 celsius. The product is C(C)(=O)O[C@H]1[C@@H](O[C@@H]([C@@H]([C@@H]1OC(C)=O)OC(C)=O)C)N=[N+]=[N-] (2,3,4-Tri-O-acetyl-β-D-fucopyranosyl azide). As a reaction SMILES: [N-]=[N+]=[N-].[Na+].C(N[C@@H:9]1[C@@H:14]([O:15][C:16](=[O:18])[CH3:17])[C@H:13]([O:19][C:20](=[O:22])[CH3:21])[C@@H:12]([CH2:23]OC(=O)C)[O:11][C@H:10]1[N:28]=[N+:29]=[N-:30])(=O)C>CN(C)C=O>[C:16]([O:18][C@@H:9]1[C@@H:14]([O:15][C:16](=[O:18])[CH3:17])[C@@H:13]([O:19][C:20](=[O:22])[CH3:21])[C@@H:12]([CH3:23])[O:11][C@H:10]1[N:28]=[N+:29]=[N-:30])(=[O:15])[CH3:17] |f:0.1|. Procedure details: A solution of diphenyl(2,3,4-tri-O-acetyl-α-D-fucopyranosyl)-phosphate (2.0 g) in anhydrous dimethylformamide (80 mL) containing sodium azide (2.0 g) was heated to 50° C. for 2 h and processed as described in the synthesis of Compound 5, part c (Experiment 4). The product was purified by chromatography on a column of silica gel using ethyl acetate--hexane (3:8) as eluant to obtain the title compound (1.13 g). RXN SMILES: [Br-:23].[CH2:1]([c:2]1[cH:3][cH:4][cH:5][cH:6][cH:7]1)[N:8]([CH2:9][C:10]([C:11]([CH3:12])([CH3:13])[CH3:14])=[O:15])[CH2:16][c:17]1[cH:18][cH:19][cH:20][cH:21][cH:22]1.[CH2:26]([O:27][CH2:28][CH3:29])[CH3:30].[CH3:24][Mg+:25]>>[CH2:1]([c:2]1[cH:3][cH:4][cH:5][cH:6][cH:7]1)[N:8]([CH2:9][C:10]([C:11]([CH3:12])([CH3:13])[CH3:14])([OH:15])[CH3:24])[CH2:16][c:17]1[cH:18][cH:19][cH:20][cH:21][cH:22]1. Starting materials: [Br-], CC(C)(C)C(=O)CN(Cc1ccccc1)Cc1ccccc1, CCOCC, C[Mg+]. Product: CC(C)(C)C(C)(O)CN(Cc1ccccc1)Cc1ccccc1. Reactants: BrCc1ccccc1, C1CCOC1, C=C(C)C(C(=O)OC(C)(C)C)C1(CC(C)C)CCNC1=O, [H-], [Na+]. Product: C=C(C)C(C(=O)OC(C)(C)C)C1(CC(C)C)CCN(Cc2ccccc2)C1=O. RXN SMILES: [Br:24][CH2:25][c:26]1[cH:27][cH:28][cH:29][cH:30][cH:31]1.[CH2:32]1[O:33][CH2:34][CH2:35][CH2:36]1.[CH3:1][CH:2]([CH2:3][C:4]1([CH:10]([C:11](=[O:12])[O:13][C:14]([CH3:15])([CH3:16])[CH3:17])[C:18](=[CH2:19])[CH3:20])[C:5](=[O:9])[NH:6][CH2:7][CH2:8]1)[CH3:21].[H-:23].[Na+:22]>>[CH3:1][CH:2]([CH2:3][C:4]1([CH:10]([C:11](=[O:12])[O:13][C:14]([CH3:15])([CH3:16])[CH3:17])[C:18](=[CH2:19])[CH3:20])[C:5](=[O:9])[N:6]([CH2:25][c:26]2[cH:27][cH:28][cH:29][cH:30][cH:31]2)[CH2:7][CH2:8]1)[CH3:21]. Starting materials: FC(C=1C=C(C=CC1)NN)(F)F (3-(trifluoromethyl) phenylhydrazine), [O-]CC.[Na+] (Sodium ethoxide), C(C=C)#N (acrylonitrile). The solvent is C(C)O (ethanol). The product is FC(C=1C=C(C=CC1)N1N=C(CC1)N)(F)F (1-(3-trifluoromethyl-phenyl)-4,5-dihydro-1H-pyrazol-3-ylamine). Reaction SMILES: [O-]CC.[Na+].[F:5][C:6]([F:16])([F:15])[C:7]1[CH:8]=[C:9]([NH:13][NH2:14])[CH:10]=[CH:11][CH:12]=1.[C:17](#[N:20])[CH:18]=[CH2:19]>C(O)C>[F:5][C:6]([F:15])([F:16])[C:7]1[CH:8]=[C:9]([N:13]2[CH2:19][CH2:18][C:17]([NH2:20])=[N:14]2)[CH:10]=[CH:11][CH:12]=1 |f:0.1|. Procedure: Sodium ethoxide (3.9 g, 0.056 mmol) dissolved in ethanol (100 mL) and 3-(trifluoromethyl) phenylhydrazine (5 g, 0.028 mol) added followed by acrylonitrile (2.3 mL, 0.035 mol) and heated to reflux for 24 h. The solution was then evaporated to dryness in vacuo and water added. The solution was then extracted into dichloromethane and the organics combined, dried (Na2SO4), filtered and evaporated to dryness. The residue was then passed through a silica gel column eluting with dichloromethane:methano... Reactants: O=C(O)C=Cc1ccccc1, NCc1ccc(C(=O)O)cc1, [Na+], C1CCOC1, [OH-]. Product: O=C(C=Cc1ccccc1)NCc1ccc(C(=O)O)cc1. As a reaction SMILES: [CH:1](=[CH:2][c:3]1[cH:4][cH:5][cH:6][cH:7][cH:8]1)[C:9]([OH:10])=[O:11].[NH2:14][CH2:15][c:16]1[cH:17][cH:18][c:19]([C:20](=[O:21])[OH:22])[cH:23][cH:24]1.[Na+:13].[O:25]1[CH2:26][CH2:27][CH2:28][CH2:29]1.[OH-:12]>>[CH:1](=[CH:2][c:3]1[cH:4][cH:5][cH:6][cH:7][cH:8]1)[C:9](=[O:11])[NH:14][CH2:15][c:16]1[cH:17][cH:18][c:19]([C:20](=[O:21])[OH:22])[cH:23][cH:24]1.